Task: describe an organic reaction: reactants, conditions, products, and yield. Dataset: the Open Reaction Database (ORD), a public repository of structured organic reaction records Starting materials: C(C)(C)(C)OC(N[C@@H](C(C)(C)C)C(C)=O)=O ((1(S)-acetyl-2,2-dimethylpropyl)carbamic acid-tert-butyl ester), FC(C(=O)O)(F)F (trifluoroacetic acid). Solvent: CO (methanol), ClCCl (dichloromethane). Run at time 16 hour. The product is N[C@H](C(C)=O)C(C)(C)C (3(S)-Amino-4,4-dimethyl-pentan-2-one). Isolated yield 303.5%. RXN SMILES: C(OC(=O)[NH:7][C@H:8]([C:13](=[O:15])[CH3:14])[C:9]([CH3:12])([CH3:11])[CH3:10])(C)(C)C.FC(F)(F)C(O)=O>ClCCl.CO>[NH2:7][C@@H:8]([C:9]([CH3:12])([CH3:11])[CH3:10])[C:13](=[O:15])[CH3:14]. Reported procedure: To a solution of (1(S)-acetyl-2,2-dimethylpropyl)carbamic acid-tert-butyl ester (700 mg, 2.55 mmol) in dichloromethane (10 mL) at 0° C. was added trifluoroacetic acid (5 mL). The reaction was left at <5° C. for 16 hours before the solvents were removed in vacuo to give a bright yellow oil. The residue was dissolved in methanol (30 mL) and was treated portionwise with Dowex 1X8-400 basic resin until pH 9. Filtration and removal of the solvents in vacuo gave the title compound as a pale yellow oil...